Dataset: the Open Reaction Database (ORD), a public repository of structured organic reaction records. Task: describe an organic reaction: reactants, conditions, products, and yield The reactants are BrBr, CC(=O)[O-], CC(C)Oc1ccc(-c2nccs2)cc1C#N, CC(=O)O, [Na+]. The product is CC(C)Oc1ccc(-c2ncc(Br)s2)cc1C#N. RXN SMILES: [Br:23][Br:24].[CH3:19][C:20](=[O:21])[O-:22].[CH3:1][CH:2]([CH3:3])[O:4][c:5]1[c:6]([C:7]#[N:8])[cH:9][c:10](-[c:13]2[s:14][cH:15][cH:16][n:17]2)[cH:11][cH:12]1.[CH3:25][C:26](=[O:27])[OH:28].[Na+:18]>>[CH3:1][CH:2]([CH3:3])[O:4][c:5]1[c:6]([C:7]#[N:8])[cH:9][c:10](-[c:13]2[s:14][c:15]([Br:23])[cH:16][n:17]2)[cH:11][cH:12]1. Starting materials: ClC=1C=C(C=CC1Cl)[C@H]1CN(C[C@@H]1NC)C(=O)C1CCN(CC1)C(=O)C1(CC1)C (rac-{4-[(3S,4R)-3-(3,4-dichloro-phenyl)-4-methylamino-pyrrolidine-1-carbonyl]-piperidin-1-yl}-(1-methyl-cyclopropyl)-methanone), ClC(=O)OCC(C)(C)C (neopentyl chloroformate). The product is CC(COC(N(C)[C@H]1CN(C[C@@H]1C1=CC(=C(C=C1)Cl)Cl)C(=O)C1CCN(CC1)C(=O)C1(CC1)C)=O)(C)C (rac-{(3R,4S)-4-(3,4-dichloro-phenyl)-1-[1-(1-methyl-cyclopropanecarbonyl)-piperidine-4-carbonyl]-pyrrolidin-3-yl}-methyl-carbamic acid 2,2-dimethyl-propyl ester). RXN SMILES: [Cl:1][C:2]1[CH:3]=[C:4]([C@@H:9]2[C@@H:13]([NH:14][CH3:15])[CH2:12][N:11]([C:16]([CH:18]3[CH2:23][CH2:22][N:21]([C:24]([C:26]4([CH3:29])[CH2:28][CH2:27]4)=[O:25])[CH2:20][CH2:19]3)=[O:17])[CH2:10]2)[CH:5]=[CH:6][C:7]=1[Cl:8].Cl[C:31]([O:33][CH2:34][C:35]([CH3:38])([CH3:37])[CH3:36])=[O:32]>>[CH3:36][C:35]([CH3:38])([CH3:37])[CH2:34][O:33][C:31](=[O:32])[N:14]([C@@H:13]1[C@@H:9]([C:4]2[CH:5]=[CH:6][C:7]([Cl:8])=[C:2]([Cl:1])[CH:3]=2)[CH2:10][N:11]([C:16]([CH:18]2[CH2:19][CH2:20][N:21]([C:24]([C:26]3([CH3:29])[CH2:28][CH2:27]3)=[O:25])[CH2:22][CH2:23]2)=[O:17])[CH2:12]1)[CH3:15]. Procedure: In analogy to the procedure described for the synthesis of example 2 (step b), the title compound rac-{(3R,4S)-4-(3,4-dichloro-phenyl)-1-[1-(1-methyl-cyclopropanecarbonyl)-piperidine-4-carbonyl]-pyrrolidin-3-yl}-methyl-carbamic acid 2,2-dimethyl-propyl ester was prepared from rac-{4-[(3S,4R)-3-(3,4-dichloro-phenyl)-4-methylamino-pyrrolidine-1-carbonyl]-piperidin-1-yl}-(1-methyl-cyclopropyl)-methanone using neopentyl chloroformate instead of 4-fluorophenyl chloroformate and was obtained as a yell... Procedure details: The title compound was prepared as a white foam in comparable yield according to the procedure described above for the preparation of N-[6-(acetyl-methyl-amino)-4-o-tolyl-pyridin-3-yl]-2-(3,5-bis-trifluoromethyl-phenyl)-N-methyl-isobutyramide using cyclopropanecarboxylic acid (5-{[2-(3,5-bis-trifluoromethyl-phenyl)-2-methyl-propionyl]-methyl-amino}-4-o-tolyl-pyridin-2-yl)-amide instead of N-(6-acetylamino-4-o-tolyl-pyridin-3-yl)-2-(3,5-bis-trifluoromethyl-phenyl)-N-methyl-isobutyramide. MS m/e (... Product: FC(C=1C=C(C=C(C1)C(F)(F)F)C(C(=O)N(C=1C(=CC(=NC1)N(C(=O)C1CC1)C)C1=C(C=CC=C1)C)C)(C)C)(F)F (Cyclopropanecarboxylic acid (5-{[2-(3,5-bis-trifluoromethyl-phenyl)-2-methyl-propionyl]-methyl-amino}-4-o-tolyl-pyridin-2-yl)-methyl-amide). Starting materials: C(C)(=O)N(C1=CC(=C(C=N1)N(C(C(C)(C)C1=CC(=CC(=C1)C(F)(F)F)C(F)(F)F)=O)C)C1=C(C=CC=C1)C)C (N-[6-(acetyl-methyl-amino)-4-o-tolyl-pyridin-3-yl]-2-(3,5-bis-trifluoromethyl-phenyl)-N-methyl-isobutyramide), FC(C=1C=C(C=C(C1)C(F)(F)F)C(C(=O)N(C=1C(=CC(=NC1)NC(=O)C1CC1)C1=C(C=CC=C1)C)C)(C)C)(F)F (cyclopropanecarboxylic acid (5-{[2-(3,5-bis-trifluoromethyl-phenyl)-2-methyl-propionyl]-methyl-amino}-4-o-tolyl-pyridin-2-yl)-amide). Reaction SMILES: [C:1]([N:4]([CH3:39])[C:5]1[N:10]=[CH:9][C:8]([N:11]([CH3:31])[C:12](=[O:30])[C:13]([C:16]2[CH:21]=[C:20]([C:22]([F:25])([F:24])[F:23])[CH:19]=[C:18]([C:26]([F:29])([F:28])[F:27])[CH:17]=2)([CH3:15])[CH3:14])=[C:7]([C:32]2[CH:37]=[CH:36][CH:35]=[CH:34][C:33]=2[CH3:38])[CH:6]=1)(=[O:3])[CH3:2].F[C:41](F)(F)[C:42]1C=C(C(C)(C)C(N(C)C2C(C3C=CC=CC=3C)=CC(NC(C3CC3)=O)=NC=2)=O)C=C(C(F)(F)F)C=1>>[F:24][C:22]([F:25])([F:23])[C:20]1[CH:21]=[C:16]([C:13]([CH3:15])([CH3:14])[C:12]([N:11]([CH3:31])[C:8]2[C:7]([C:32]3[CH:37]=[CH:36][CH:35]=[CH:34][C:33]=3[CH3:38])=[CH:6][C:5]([N:4]([CH3:39])[C:1]([CH:2]3[CH2:42][CH2:41]3)=[O:3])=[N:10][CH:9]=2)=[O:30])[CH:17]=[C:18]([C:26]([F:29])([F:28])[F:27])[CH:19]=1. Starting materials: C1CC12CC(OC(C2)=O)=O (6-oxa-spiro[2.5]octane-5,7-dione), Cl (hydrochloric acid), C[Mg]Br (methylmagnesium bromide), CC1OCCC1 (2-methyl tetrahydrofuran). Reagents/catalysts: [Cu]Cl (copper(I)chloride). Solvent: O1CCCC1 (tetrahydrofuran), O (water), C(C)(C)(C)OC (methyl tert-butyl ether). Conditions: temperature -20 celsius, time 2 hour. Product: O=C(CC1(CC1)CC(=O)O)C ([1-(2-Oxo-propyl)-cyclopropyl]-acetic acid). Reaction SMILES: [CH2:1]1[C:3]2([CH2:8][C:7](=[O:9])[O:6][C:5](=[O:10])[CH2:4]2)[CH2:2]1.[CH3:11][Mg]Br.CC1CCCO1.Cl>O1CCCC1.[Cu]Cl.C(OC)(C)(C)C.O>[O:9]=[C:7]([CH3:11])[CH2:8][C:3]1([CH2:4][C:5]([OH:6])=[O:10])[CH2:2][CH2:1]1. Reported procedure: To a solution of 4.4 g 6-oxa-spiro[2.5]octane-5,7-dione (31 mmole) in 66 ml tetrahydrofuran are added 600 mg copper(I)chloride (6 mmole, 0.2 eq). The mixture is cooled to −20° C. and 9.8 ml of methylmagnesium bromide in 2-methyl tetrahydrofuran (3.2 M solution in 2-methyl tetrahydrofuran, 31 mmole, 1.0 eq) are added dropwise over 0.5 hours. The mixture is warmed to room temperature and stirred for 2 hours. 66 ml of water are added and the mixture is acidified to pH 3.0 by addition of 20.4 g of 2... The reactants are N1(CCOCC1)C1=NC(=NC(=N1)N1CCOCC1)C1=CC=C(N)C=C1 (4-(4,6-dimorpholin-4-yl-1,3,5-triazin-2-yl)aniline), COC1=C(C=CC(=C1)OC)N=C=O (2,4-dimethoxyphenyl isocyanate). The product is COC1=C(C=CC(=C1)OC)NC(=O)NC1=CC=C(C=C1)C1=NC(=NC(=N1)N1CCOCC1)N1CCOCC1 (1-(2,4-dimethoxyphenyl)-3-[4-(4,6-dimorpholin-4-yl-1,3,5-triazin-2-yl)phenyl]-urea). RXN SMILES: [N:1]1([C:7]2[N:12]=[C:11]([N:13]3[CH2:18][CH2:17][O:16][CH2:15][CH2:14]3)[N:10]=[C:9]([C:19]3[CH:25]=[CH:24][C:22]([NH2:23])=[CH:21][CH:20]=3)[N:8]=2)[CH2:6][CH2:5][O:4][CH2:3][CH2:2]1.[CH3:26][O:27][C:28]1[CH:33]=[C:32]([O:34][CH3:35])[CH:31]=[CH:30][C:29]=1[N:36]=[C:37]=[O:38]>>[CH3:26][O:27][C:28]1[CH:33]=[C:32]([O:34][CH3:35])[CH:31]=[CH:30][C:29]=1[NH:36][C:37]([NH:23][C:22]1[CH:24]=[CH:25][C:19]([C:9]2[N:8]=[C:7]([N:1]3[CH2:2][CH2:3][O:4][CH2:5][CH2:6]3)[N:12]=[C:11]([N:13]3[CH2:18][CH2:17][O:16][CH2:15][CH2:14]3)[N:10]=2)=[CH:20][CH:21]=1)=[O:38]. Reported procedure: Starting from 4-(4,6-dimorpholin-4-yl-1,3,5-triazin-2-yl)aniline (0.140 g 0.40 mmoles) and 2,4-dimethoxyphenyl isocyanate (131 mg, 0.73 mmoles), the title compound was isolated as a white solid. Yield; 76 mg (36%); (M+H)=522.4 Starting materials: C(=O)C1=C(C=C(C(=C1)OC)OC)C(C(=O)OC)CCC(=O)OC (dimethyl 2-(2-formyl-4,5-dimethoxyphenyl)glutarate), C(C)(=O)[O-].[NH4+] (ammonium acetate). Solvent: C(C)(=O)O (acetic acid). Conditions: temperature 75 celsius. The product is C(=O)(OC)CCC1=C(N=CC2=CC(=C(C=C12)OC)OC)O (4-(β-Carbomethoxyethyl)-3-hydroxy-6,7-dimethoxyisoquinoline). The yield is 77.1%. As a reaction SMILES: [CH:1]([C:3]1[CH:8]=[C:7]([O:9][CH3:10])[C:6]([O:11][CH3:12])=[CH:5][C:4]=1[CH:13]([CH2:18][CH2:19][C:20]([O:22][CH3:23])=[O:21])[C:14](OC)=[O:15])=O.C([O-])(=O)C.[NH4+:28]>C(O)(=O)C>[C:20]([CH2:19][CH2:18][C:13]1[C:4]2[C:3](=[CH:8][C:7]([O:9][CH3:10])=[C:6]([O:11][CH3:12])[CH:5]=2)[CH:1]=[N:28][C:14]=1[OH:15])([O:22][CH3:23])=[O:21] |f:1.2|. Procedure: A mixture of 8.34 grams of dimethyl 2-(2-formyl-4,5-dimethoxyphenyl)glutarate (25.74 mmol) (which is the product of Example 8e(1)), 17.86 grams anhydrous ammonium acetate (232 mmol) and 15 ml glacial acetic acid was heated to 75° C. and was maintained at that temperature for 30 minutes. After cooling, the yellow precipitate was isolated by filtration, washed with water and dried to provide 5.78 grams of Compound Q (77% yield). Recrystallization from methanol and trituration with ether (to remove...